From a dataset of the Open Reaction Database (ORD), a public repository of structured organic reaction records. describe an organic reaction: reactants, conditions, products, and yield Starting materials: N(=[N+]=[N-])C1=NC=C(C(=O)OC)C(=C1Cl)NC1=C(C=C(C=C1)Br)Cl (methyl 6-azido-4-(4-bromo-2-chlorophenylamino)-5-chloronicotinate), CCOC(=O)C (EtOAc). Reagents/catalysts: [Zn] (Zn). Solvent: C(Cl)Cl (DCM), CC(=O)O (AcOH). Conditions: time 30 minute. Product: NC1=NC=C(C(=O)OC)C(=C1Cl)NC1=C(C=C(C=C1)Br)Cl (Methyl 6-amino-4-(4-bromo-2-chlorophenylamino)-5-chloronicotinate). RXN SMILES: [N:1]([C:4]1[C:13]([Cl:14])=[C:12]([NH:15][C:16]2[CH:21]=[CH:20][C:19]([Br:22])=[CH:18][C:17]=2[Cl:23])[C:7]([C:8]([O:10][CH3:11])=[O:9])=[CH:6][N:5]=1)=[N+]=[N-].CCOC(C)=O>C(Cl)Cl.CC(O)=O.[Zn]>[NH2:1][C:4]1[C:13]([Cl:14])=[C:12]([NH:15][C:16]2[CH:21]=[CH:20][C:19]([Br:22])=[CH:18][C:17]=2[Cl:23])[C:7]([C:8]([O:10][CH3:11])=[O:9])=[CH:6][N:5]=1. Reported procedure: To a suspension of methyl 6-azido-4-(4-bromo-2-chlorophenylamino)-5-chloronicotinate (316 mg, 0.76 mmol) in a mixture of DCM (6 ml) and AcOH (2 ml) was added Zn dust (255 mg, 3.9 mmol) in small portions. After complete addition it was furthers stirred at room temperature for 30 min. Then, the mixture was poured into EtOAc (30 ml), washed with H2O, saturated sodium bicarbonate solution and brine. The organic fractions were dried with Na2SO4 and the solvents were removed and the product was dried ... Reactants: CC1CCCC(C)N1, O=C(O)c1cc(-c2ccccc2Cl)nc2ccccc12, O=S(Cl)Cl. Product: CC1CCCC(C)N1C(=O)c1cc(-c2ccccc2Cl)nc2ccccc12. RXN SMILES: [CH3:25][CH:26]1[NH:27][CH:28]([CH3:32])[CH2:29][CH2:30][CH2:31]1.[Cl:1][c:2]1[c:3](-[c:8]2[n:9][c:10]3[cH:11][cH:12][cH:13][cH:14][c:15]3[c:16]([C:18](=[O:19])[OH:20])[cH:17]2)[cH:4][cH:5][cH:6][cH:7]1.[S:21]([Cl:22])([Cl:23])=[O:24]>>[Cl:1][c:2]1[c:3](-[c:8]2[n:9][c:10]3[cH:11][cH:12][cH:13][cH:14][c:15]3[c:16]([C:18](=[O:19])[N:27]3[CH:26]([CH3:25])[CH2:31][CH2:30][CH2:29][CH:28]3[CH3:32])[cH:17]2)[cH:4][cH:5][cH:6][cH:7]1. Reactants: OCCCBr, O=S1(=O)NCc2cc(F)ccc2N1c1ccccc1F. Yields the product O=S1(=O)N(CCCBr)Cc2cc(F)ccc2N1c1ccccc1F. Reaction SMILES: [Br:21][CH2:22][CH2:23][CH2:24][OH:25].[F:1][c:2]1[cH:3][cH:4][c:5]2[c:6]([cH:20]1)[CH2:7][NH:8][S:9](=[O:18])(=[O:19])[N:10]2[c:11]1[c:12]([F:17])[cH:13][cH:14][cH:15][cH:16]1>>[F:1][c:2]1[cH:3][cH:4][c:5]2[c:6]([cH:20]1)[CH2:7][N:8]([CH2:24][CH2:23][CH2:22][Br:21])[S:9](=[O:18])(=[O:19])[N:10]2[c:11]1[c:12]([F:17])[cH:13][cH:14][cH:15][cH:16]1.